From a dataset of the Open Reaction Database (ORD), a public repository of structured organic reaction records. describe an organic reaction: reactants, conditions, products, and yield The reactants are CC1(C2=C(C=C3N=C4C=CC=CC4=C13)C=C1C=CCC=C12)C (12,12-dimethyl-10,12-dihydroindeno[2,1-b]carbazole), BrC1=CC=C(C=C1)C1=CC=CC=C1 (4-bromobiphenyl), S([O-])(O)=O.[Na+] (sodium bisulfite), C(C)(C)(C)C1=C(C(C(=O)O)=CC(=C1)C(C)(C)C)O (3,5-di(tert-butyl)salicylic acid), C([O-])([O-])=O.[K+].[K+] (potassium carbonate), C(CCCCCCCCCCC)C1=CC=CC=C1 (dodecylbenzene), nitrogen-substituted. The reagents and catalysts are [Cu] (copper). Solvent: C1(=CC=CC=C1)C (toluene). Run at temperature 190 celsius, time 26 hour. Product: C1(=CC=C(C=C1)C1C=CC2=CC=3C=C4N=C5C=CC=CC5=C4C(C3C2=C1)(C)C)C1=CC=CC=C1 (10-(biphenyl-4-yl)-12,12-dimethyl-10,12-dihydroindeno[2,1-b]carbazole). Isolated yield 88.9%. RXN SMILES: [CH3:1][C:2]1([CH3:22])[C:14]2[C:6]([N:7]=[C:8]3[C:13]=2[CH:12]=[CH:11][CH:10]=[CH:9]3)=[CH:5][C:4]2[CH:15]=[C:16]3[C:21]([C:3]1=2)=[CH:20][CH2:19][CH:18]=[CH:17]3.Br[C:24]1[CH:29]=[CH:28][C:27]([C:30]2[CH:35]=[CH:34][CH:33]=[CH:32][CH:31]=2)=[CH:26][CH:25]=1.S(=O)(O)[O-].[Na+].C(C1C=C(C(C)(C)C)C=C(C(O)=O)C=1O)(C)(C)C.C(=O)([O-])[O-].[K+].[K+].C(C1C=CC=CC=1)CCCCCCCCCCC>[Cu].C1(C)C=CC=CC=1>[C:27]1([C:30]2[CH:31]=[CH:32][CH:33]=[CH:34][CH:35]=2)[CH:28]=[CH:29][C:24]([CH:19]2[CH:20]=[C:21]3[C:16](=[CH:15][C:4]4[CH:5]=[C:6]5[C:14]([C:2]([CH3:22])([CH3:1])[C:3]=43)=[C:13]3[C:8]([CH:9]=[CH:10][CH:11]=[CH:12]3)=[N:7]5)[CH:17]=[CH:18]2)=[CH:25][CH:26]=1 |f:2.3,5.6.7|. Reported procedure: 12,12-dimethyl-10,12-dihydroindeno[2,1-b]carbazole synthesized in Example 1 (35.5 g), 4-bromobiphenyl (35.0 g), sodium bisulfite (6.0 g), a copper powder (2.4 g), 3,5-di(tert-butyl)salicylic acid (9.4 g), potassium carbonate (31.2 g), and dodecylbenzene (52 ml) were added to a nitrogen-substituted reaction vessel, heated, and stirred at 190° C. for 26 hours. After cooled to 120° C., the mixture was stirred after adding toluene (35 ml), and a crude product was collected by filtration. After addin... Reactants: CNC, O=C(O)CC1CSC(c2cc3cc(Cl)cc(NC4CCCC4)c3[nH]2)=N1. Reaction SMILES: [CH3:26][NH:27][CH3:28].[Cl:1][c:2]1[cH:3][c:4]2[cH:5][c:6]([C:17]3=[N:21][CH:20]([CH2:22][C:23](=[O:24])[OH:25])[CH2:19][S:18]3)[nH:7][c:8]2[c:9]([NH:11][CH:12]2[CH2:13][CH2:14][CH2:15][CH2:16]2)[cH:10]1>>[Cl:1][c:2]1[cH:3][c:4]2[cH:5][c:6]([C:17]3=[N:21][CH:20]([CH2:22][C:23](=[O:24])[N:27]([CH3:26])[CH3:28])[CH2:19][S:18]3)[nH:7][c:8]2[c:9]([NH:11][CH:12]2[CH2:13][CH2:14][CH2:15][CH2:16]2)[cH:10]1. Product: CN(C)C(=O)CC1CSC(c2cc3cc(Cl)cc(NC4CCCC4)c3[nH]2)=N1. Starting materials: [I-].NC1=CC=C2CC[N+](=C(C2=C1)C)C (7-Amino-1,2-dimethyl-3,4-dihydroisoquinolinium iodide), O (water), C[Mg]Cl (methyl magnesium chloride), solution. Run in C1CCOC1 (THF), C1CCOC1 (THF). Reaction conditions: temperature -78 celsius, time 18 hour. The product is NC1=CC=C2CCN(C(C2=C1)(C)C)C (7-Amino-1,1,2-trimethyl-1,2,3,4-tetrahydroisoquinoline). The yield is 8.0%. RXN SMILES: [I-].[NH2:2][C:3]1[CH:12]=[C:11]2[C:6]([CH2:7][CH2:8][N+:9]([CH3:14])=[C:10]2[CH3:13])=[CH:5][CH:4]=1.[CH3:15][Mg]Cl.O>C1COCC1>[NH2:2][C:3]1[CH:12]=[C:11]2[C:6]([CH2:7][CH2:8][N:9]([CH3:14])[C:10]2([CH3:15])[CH3:13])=[CH:5][CH:4]=1 |f:0.1|. Procedure details: 7-Amino-1,2-dimethyl-3,4-dihydroisoquinolinium iodide (1.44 g, 4.8 mmol) was suspended in THF (200 ml), cooled to −78° C. and treated with methyl magnesium chloride (10 ml of a 3M solution in THF) added as a single portion. The reaction was allowed to reach room temperature over 18 h and poured into water (200 ml). The organic solvent was removed in vacuo and the resultant oily residue extracted into dichloromethane (3×50 ml). Evaporation in vacuo and chromatography through silica gel eluting wi... The reactants are O=C([O-])[O-], CC#N, Cc1cc(CC2CCNCC2)cc2c1C(=O)N(CC1CCCCC1)C2, ClCc1ncccn1, [Cs+], [Cs+], O. The product is Cc1cc(CC2CCN(Cc3ncccn3)CC2)cc2c1C(=O)N(CC1CCCCC1)C2. As a reaction SMILES: [C:34](=[O:35])([O-:36])[O-:37].[CH3:40][C:41]#[N:42].[CH:9]1([CH2:15][N:16]2[C:17](=[O:33])[c:18]3[c:19]([CH3:32])[cH:20][c:21]([CH2:25][CH:26]4[CH2:27][CH2:28][NH:29][CH2:30][CH2:31]4)[cH:22][c:23]3[CH2:24]2)[CH2:10][CH2:11][CH2:12][CH2:13][CH2:14]1.[Cl:1][CH2:2][c:3]1[n:4][cH:5][cH:6][cH:7][n:8]1.[Cs+:38].[Cs+:39].[OH2:43]>>[CH2:2]([c:3]1[n:4][cH:5][cH:6][cH:7][n:8]1)[N:29]1[CH2:28][CH2:27][CH:26]([CH2:25][c:21]2[cH:20][c:19]([CH3:32])[c:18]3[c:23]([cH:22]2)[CH2:24][N:16]([CH2:15][CH:9]2[CH2:10][CH2:11][CH2:12][CH2:13][CH2:14]2)[C:17]3=[O:33])[CH2:31][CH2:30]1.